This data is from the Open Reaction Database (ORD), a public repository of structured organic reaction records. The task is: describe an organic reaction: reactants, conditions, products, and yield The reactants are COc1ccc(CNc2nc(C(=O)N3CCC(N4CCCC4)CC3)c(C)cc2-c2cccc(C(F)(F)F)c2)cc1, ClCCl, [Na+], [Na+], O=C([O-])[O-], O=C(O)C(F)(F)F. Product: Cc1cc(-c2cccc(C(F)(F)F)c2)c(N)nc1C(=O)N1CCC(N2CCCC2)CC1. Reaction SMILES: [CH3:1][O:2][c:3]1[cH:4][cH:5][c:6]([CH2:7][NH:8][c:9]2[c:10](-[c:29]3[cH:30][c:31]([C:35]([F:36])([F:37])[F:38])[cH:32][cH:33][cH:34]3)[cH:11][c:12]([CH3:28])[c:13]([C:15](=[O:16])[N:17]3[CH2:18][CH2:19][CH:20]([N:23]4[CH2:24][CH2:25][CH2:26][CH2:27]4)[CH2:21][CH2:22]3)[n:14]2)[cH:39][cH:40]1.[Cl:54][CH2:55][Cl:56].[Na+:48].[Na+:49].[O-:50][C:51](=[O:52])[O-:53].[OH:41][C:42]([C:43]([F:44])([F:45])[F:46])=[O:47]>>[NH2:8][c:9]1[c:10](-[c:29]2[cH:30][c:31]([C:35]([F:36])([F:37])[F:38])[cH:32][cH:33][cH:34]2)[cH:11][c:12]([CH3:28])[c:13]([C:15](=[O:16])[N:17]2[CH2:18][CH2:19][CH:20]([N:23]3[CH2:24][CH2:25][CH2:26][CH2:27]3)[CH2:21][CH2:22]2)[n:14]1.